This data is from the Open Reaction Database (ORD), a public repository of structured organic reaction records. The task is: describe an organic reaction: reactants, conditions, products, and yield The reactants are S=C(c1ncc[nH]1)c1ncc[nH]1, CC(C)N1CCN(c2ccc(N)cc2)CC1, CN(C)C=O. Product: CC(C)N1CCN(c2ccc(N=C=S)cc2)CC1. RXN SMILES: [C:17](=[S:18])([c:19]1[nH:20][cH:21][cH:22][n:23]1)[c:24]1[nH:25][cH:26][cH:27][n:28]1.[CH3:1][CH:2]([CH3:3])[N:4]1[CH2:5][CH2:6][N:7]([c:10]2[cH:11][cH:12][c:13]([NH2:16])[cH:14][cH:15]2)[CH2:8][CH2:9]1.[CH3:29][N:30]([CH3:31])[CH:32]=[O:33]>>[CH3:1][CH:2]([CH3:3])[N:4]1[CH2:5][CH2:6][N:7]([c:10]2[cH:11][cH:12][c:13]([N:16]=[C:17]=[S:18])[cH:14][cH:15]2)[CH2:8][CH2:9]1.